Dataset: the Open Reaction Database (ORD), a public repository of structured organic reaction records. Task: describe an organic reaction: reactants, conditions, products, and yield Reaction SMILES: [CH:1]1[CH:2]=[CH:3][N:4]2[CH2:10][C:9]3[CH:11]=[CH:12][CH:13]=[CH:14][C:8]=3[NH:7][CH2:6][C:5]=12.C(N(CC)C(C)C)(C)C.[C:24]1([C:44]2[CH:49]=[CH:48][CH:47]=[CH:46][CH:45]=2)[C:25]([C:30]([NH:32][C:33]2[CH:41]=[CH:40][C:36]([C:37](Cl)=[O:38])=[CH:35][C:34]=2[O:42][CH3:43])=[O:31])=[CH:26][CH:27]=[CH:28][CH:29]=1.[Si]([O-])([O-])([O-])[O-].[Mg+2].[Mg+2]>C(Cl)Cl>[CH:1]1[CH:2]=[CH:3][N:4]2[CH2:10][C:9]3[CH:11]=[CH:12][CH:13]=[CH:14][C:8]=3[N:7]([C:37]([C:36]3[CH:40]=[CH:41][C:33]([NH:32][C:30]([C:25]4[C:24]([C:44]5[CH:49]=[CH:48][CH:47]=[CH:46][CH:45]=5)=[CH:29][CH:28]=[CH:27][CH:26]=4)=[O:31])=[C:34]([O:42][CH3:43])[CH:35]=3)=[O:38])[CH2:6][C:5]=12 |f:3.4.5|. Solvent: C(Cl)Cl (methylene chloride), C(Cl)Cl (methylene chloride). Procedure: To a solution of 0.70 g of 10,11-dihydro-5H-pyrrolo[2,1-c][1,4]benzodiazepine and 0.56 g of N,N-diisopropylethylamine in 50 ml of methylene chloride is added 1.35 g of 4-[([1,1'-biphenyl]-2-carbonyl)amino]-3-methoxybenzoyl chloride followed by stirring at room temperature for 18 hours. The reaction mixture is washed with water and saturated aqueous NaHCO3 and the organic layer dried(Na2SO4). The organic layer is passed through hydrous magnesium silicate and the filtrate concentrated in vacuo to ... Conditions: time 18 hour. Yield: 79.1%. Starting materials: [Si]([O-])([O-])([O-])[O-].[Mg+2].[Mg+2] (magnesium silicate), C=1C=CN2C1CNC1=C(C2)C=CC=C1 (10,11-dihydro-5H-pyrrolo[2,1-c][1,4]benzodiazepine), C(C)(C)N(C(C)C)CC (N,N-diisopropylethylamine), C=1(C(=CC=CC1)C(=O)NC1=C(C=C(C(=O)Cl)C=C1)OC)C1=CC=CC=C1 (4-[([1,1'-biphenyl]-2-carbonyl)amino]-3-methoxybenzoyl chloride). Product: C=1C=CN2C1CN(C1=C(C2)C=CC=C1)C(=O)C1=CC(=C(C=C1)NC(=O)C=1C(=CC=CC1)C1=CC=CC=C1)OC (N-[4-(5H-Pyrrolo[2,1-c][1,4]benzodiazepin-10(11H)ylcarbonyl)-2-methoxyphenyl][1,1'-biphenyl]-2-carboxamide). The reactants are Cc1ccccc1, CN(C)C=O, O=C(O)c1snc(Cl)c1Cl, O=S(Cl)Cl. The product is OCc1snc(Cl)c1Cl. RXN SMILES: [CH3:11][c:12]1[cH:13][cH:14][cH:15][cH:16][cH:17]1.[CH3:22][N:23]([CH3:24])[CH:25]=[O:26].[Cl:1][c:2]1[n:3][s:4][c:5]([C:8](=[O:9])[OH:10])[c:6]1[Cl:7].[S:18]([Cl:19])([Cl:20])=[O:21]>>[Cl:1][c:2]1[n:3][s:4][c:5]([CH2:8][OH:9])[c:6]1[Cl:7]. Starting materials: C1CCOC1, CC1(C)CC(=O)CC(C)(C)C1, [K+], [K+], O=C([O-])[O-], CS(=O)(=O)c1ccc(C(=O)c2ccc(O)cc2)cc1, [Zn]. The product is CC1(C)CC(=C(c2ccc(O)cc2)c2ccc(S(C)(=O)=O)cc2)CC(C)(C)C1. As a reaction SMILES: [CH2:37]1[O:38][CH2:39][CH2:40][CH2:41]1.[CH3:20][C:21]1([CH3:30])[CH2:22][C:23](=[O:29])[CH2:24][C:25]([CH3:27])([CH3:28])[CH2:26]1.[K+:31].[K+:32].[O-:33][C:34]([O-:35])=[O:36].[OH:1][c:2]1[cH:3][cH:4][c:5]([C:8](=[O:9])[c:10]2[cH:11][cH:12][c:13]([S:16](=[O:17])(=[O:18])[CH3:19])[cH:14][cH:15]2)[cH:6][cH:7]1.[Zn:42]>>[OH:1][c:2]1[cH:3][cH:4][c:5]([C:8]([c:10]2[cH:11][cH:12][c:13]([S:16](=[O:17])(=[O:18])[CH3:19])[cH:14][cH:15]2)=[C:23]2[CH2:22][C:21]([CH3:20])([CH3:30])[CH2:26][C:25]([CH3:27])([CH3:28])[CH2:24]2)[cH:6][cH:7]1. Starting materials: O (H2O), O (H2O), ice, FC(C1=C(C=CC=C1)C1(CCC1)CC(C)=O)(F)F (1-[1-(2-trifluoromethyl-phenyl)-cyclobutyl]-propan-2-one), BrBr (Br2). The solvent is CO (MeOH). Reaction conditions: temperature 0 celsius, time 15 minute. The product is BrCC(CC1(CCC1)C1=C(C=CC=C1)C(F)(F)F)=O (1-Bromo-3-[1-(2-trifluoromethyl-phenyl)-cyclobutyl]-propan-2-one). Isolated yield 58.8%. As a reaction SMILES: [F:1][C:2]([F:18])([F:17])[C:3]1[CH:8]=[CH:7][CH:6]=[CH:5][C:4]=1[C:9]1([CH2:13][C:14](=[O:16])[CH3:15])[CH2:12][CH2:11][CH2:10]1.[Br:19]Br.O>CO>[Br:19][CH2:15][C:14](=[O:16])[CH2:13][C:9]1([C:4]2[CH:5]=[CH:6][CH:7]=[CH:8][C:3]=2[C:2]([F:17])([F:18])[F:1])[CH2:10][CH2:11][CH2:12]1. Procedure: To an ice-cooled solution of 1-[1-(2-trifluoromethyl-phenyl)-cyclobutyl]-propan-2-one (2.56 g, 10 mmol) in MeOH (15 ml) was added Br2 (0.5 ml, 10 mmol) slowly via a syringe. The reaction mixture was stirred for 15 min at 0° C., then 30 min at room temperature. To the reaction mixture was added H2O (15 ml) and the mixture stirred for 15 min at room temperature. The reaction was monitored by TLC, and TLC showed no starting material left 15 min after addition of H2O. The resulting solution was extr... Starting materials: CCOCC, Cc1ccc([N+](=O)[O-])cc1, [NH4+], [OH-], O=S(=O)(Cl)Cl. Yields the product Cc1ccc([N+](=O)[O-])cc1S(N)(=O)=O. Reaction SMILES: [CH2:18]([O:19][CH2:20][CH3:21])[CH3:22].[CH3:6][c:7]1[cH:8][cH:9][c:10]([N+:13](=[O:14])[O-:15])[cH:11][cH:12]1.[NH4+:16].[OH-:17].[S:1](=[O:2])(=[O:3])([Cl:4])[Cl:5]>>[S:1](=[O:2])(=[O:3])([c:8]1[c:7]([CH3:6])[cH:12][cH:11][c:10]([N+:13](=[O:14])[O-:15])[cH:9]1)[NH2:16]. The reactants are C=CC#N, C[N+](C)(C)Cc1ccccc1, CC#N, [OH-], NC(=NCC(F)(F)F)Nc1ccn(CCO)n1. Yields the product N#CCCOCCn1ccc(NC(N)=NCC(F)(F)F)n1. RXN SMILES: [CH2:1]=[CH:2][C:3]#[N:4].[CH2:23]([N+:24]([CH3:25])([CH3:26])[CH3:27])[c:28]1[cH:29][cH:30][cH:31][cH:32][cH:33]1.[CH3:34][C:35]#[N:36].[OH-:22].[OH:5][CH2:6][CH2:7][n:8]1[n:9][c:10]([NH:13][C:14](=[N:15][CH2:16][C:17]([F:18])([F:19])[F:20])[NH2:21])[cH:11][cH:12]1>>[CH2:1]([CH2:2][C:3]#[N:4])[O:5][CH2:6][CH2:7][n:8]1[n:9][c:10]([NH:13][C:14](=[N:15][CH2:16][C:17]([F:18])([F:19])[F:20])[NH2:21])[cH:11][cH:12]1. Reactants: N(=[N+]=[N-])C(C)(C)C1=CC=C(C=C1)N1N=NC2=C1N=C(N=C2)NC=2C=NN(C2)CC ({3-[4-(1-azido-1-methyl-ethyl)-phenyl]-3H-[1,2,3]triazolo[4,5-d]pyrimidin-5-yl}-(1-ethyl-1H-pyrazol-4-yl)-amine), C(C)(=O)O (acetic acid). Reagents/catalysts: [Zn] (zinc). The solvent is C1CCOC1 (THF). Conditions: time 16 hour. Product: NC(C)(C)C1=CC=C(C=C1)N1N=NC2=C1N=C(N=C2)NC=2C=NN(C2)CC ({3-[4-(1-amino-1-methyl-ethyl)-phenyl]-3H-[1,2,3]triazolo[4,5-d]pyrimidin-5-yl}-(1-ethyl-1H-pyrazol-4-yl)-amine), C(=O)[O-] (formate). Reaction SMILES: [N:1]([C:4]([C:7]1[CH:12]=[CH:11][C:10]([N:13]2[C:17]3[N:18]=[C:19]([NH:22][C:23]4[CH:24]=[N:25][N:26]([CH2:28][CH3:29])[CH:27]=4)[N:20]=[CH:21][C:16]=3[N:15]=[N:14]2)=[CH:9][CH:8]=1)([CH3:6])[CH3:5])=[N+]=[N-].[C:30]([OH:33])(=[O:32])C>C1COCC1.[Zn]>[NH2:1][C:4]([C:7]1[CH:8]=[CH:9][C:10]([N:13]2[C:17]3[N:18]=[C:19]([NH:22][C:23]4[CH:24]=[N:25][N:26]([CH2:28][CH3:29])[CH:27]=4)[N:20]=[CH:21][C:16]=3[N:15]=[N:14]2)=[CH:11][CH:12]=1)([CH3:6])[CH3:5].[CH:30]([O-:33])=[O:32]. Reported procedure: To a slurry of {3-[4-(1-azido-1-methyl-ethyl)-phenyl]-3H-[1,2,3]triazolo[4,5-d]pyrimidin-5-yl}-(1-ethyl-1H-pyrazol-4-yl)-amine (171 mg, 0.44 mmol) and zinc dust (117 mg, 1.79 mmol) in THF (5 ml) is added acetic acid (230 μl, 4.0 mmol) and the mixture is stirred for 16 hours at room temperature. The suspension is quenched with THF/dichloromethane/ethyl acetate. The mixture is filtered with suction and the residue is washed with methanol. The filtrate is evaporated and the residue is purified by p...